Dataset: the Open Reaction Database (ORD), a public repository of structured organic reaction records. Task: describe an organic reaction: reactants, conditions, products, and yield Starting materials: resultant mixture, CN1C(N(C(C=C1C(F)(F)F)=O)C=1C=CC2=C(C(=NS2)C(C(=O)OCC)(C)C)C1)=O (ethyl 5-[3,6-dihydro-3-methyl-2,6-dioxo-4-(trifluoromethyl)-1(2H)-pyrimidinyl]-α,α-dimethyl-1,2-benzisothiazole-3-acetate), B(Br)(Br)Br (boron tribromide). Solvent: C(Cl)Cl (methylene chloride), C(Cl)Cl (methylene chloride). The product is CN1C(N(C(C=C1C(F)(F)F)=O)C=1C=CC2=C(C(=NS2)C(C(=O)O)(C)C)C1)=O (5-[3,6-Dihydro-3-methyl-2,6-dioxo-4-(trifluoromethyl)-1(2H)-pyrimidinyl]-α,α-dimethyl-1,2-benzisothiazole-3-acetic acid). RXN SMILES: [CH3:1][N:2]1[C:7]([C:8]([F:11])([F:10])[F:9])=[CH:6][C:5](=[O:12])[N:4]([C:13]2[CH:14]=[CH:15][C:16]3[S:20][N:19]=[C:18]([C:21]([CH3:28])([CH3:27])[C:22]([O:24]CC)=[O:23])[C:17]=3[CH:29]=2)[C:3]1=[O:30].B(Br)(Br)Br>C(Cl)Cl>[CH3:1][N:2]1[C:7]([C:8]([F:9])([F:10])[F:11])=[CH:6][C:5](=[O:12])[N:4]([C:13]2[CH:14]=[CH:15][C:16]3[S:20][N:19]=[C:18]([C:21]([CH3:27])([CH3:28])[C:22]([OH:24])=[O:23])[C:17]=3[CH:29]=2)[C:3]1=[O:30]. Reported procedure: To a solution of ethyl 5-[3,6-dihydro-3-methyl-2,6-dioxo-4-(trifluoromethyl)-1(2H)-pyrimidinyl]-α,α-dimethyl-1,2-benzisothiazole-3-acetate (6.30 g, 0.0143 mol) in methylene chloride at 0° C. is added boron tribromide in methylene chloride (1.0 M, 100 ml, 0.100 mol) such that the temperature does not exceed 15° C. The resultant mixture is stirred one hour at ambient temperature, quenched with 3 N hydrochloric acid, and diluted with methylene chloride. The organic layer is separated, washed sequen... Reactants: COC(=O)NN, CCO, Cl, NC(=O)NC1CCC(=O)c2ccccc21. The product is COC(=O)NN=C1CCC(NC(N)=O)c2ccccc21. As a reaction SMILES: [C:16]([NH:17][NH2:18])(=[O:19])[O:20][CH3:21].[CH3:23][CH2:24][OH:25].[ClH:22].[O:1]=[C:2]1[CH2:3][CH2:4][CH:5]([NH:12][C:13](=[O:14])[NH2:15])[c:6]2[cH:7][cH:8][cH:9][cH:10][c:11]21>>[C:2]1(=[N:18][NH:17][C:16](=[O:19])[O:20][CH3:21])[CH2:3][CH2:4][CH:5]([NH:12][C:13](=[O:14])[NH2:15])[c:6]2[cH:7][cH:8][cH:9][cH:10][c:11]21. Starting materials: COC1=NS(N=C1OC)=O (3,4-dimethoxy-1,2,5-thiadiazole-1-oxide), NC=1C(=NC=C(C1)Br)CCCCN (3-amino-5-bromo-(4-aminobutyl)pyridine). Solvent: CO (methanol), CO (methanol). Yields the product NC=1C(=NC=C(C1)Br)CCCCNC1=NS(N=C1OC)=O (3-[4-(3-amino-5-bromopyrid-2-yl)butylamino]-4-methoxy-1,2,5-thiadiazole-1-oxide). The yield is 74.0%. As a reaction SMILES: [CH3:1][O:2][C:3]1[C:7](OC)=[N:6][S:5](=[O:10])[N:4]=1.[NH2:11][C:12]1[C:13]([CH2:19][CH2:20][CH2:21][CH2:22][NH2:23])=[N:14][CH:15]=[C:16]([Br:18])[CH:17]=1>CO>[NH2:11][C:12]1[C:13]([CH2:19][CH2:20][CH2:21][CH2:22][NH:23][C:7]2[C:3]([O:2][CH3:1])=[N:4][S:5](=[O:10])[N:6]=2)=[N:14][CH:15]=[C:16]([Br:18])[CH:17]=1. Reported procedure: A solution of 3,4-dimethoxy-1,2,5-thiadiazole-1-oxide (0.995 g) in methanol (25 ml) was reacted with a solution of 3-amino-5-bromo-(4-aminobutyl)pyridine (1.5 g) in methanol (25 ml) at room temperature for 3 hours. The solvent was removed in vacuo and the residue was chromatographed on silica in ethanol to give an oil which was triturated with ether and recrystallised from ethanol/ether to give 3-[4-(3-amino-5-bromopyrid-2-yl)butylamino]-4-methoxy-1,2,5-thiadiazole-1-oxide (1.7 g) m.p. 118°-120°... Reactants: OB(O)c1cc(OCc2ccccc2)cnc1F, CC(=O)[O-], CCO, COc1ccc(CN(Cc2ccc(OC)cc2)c2nc(C)nc(Cl)n2)cc1, [K+], O. Product: COc1ccc(CN(Cc2ccc(OC)cc2)c2nc(C)nc(-c3cc(OCc4ccccc4)cnc3F)n2)cc1. As a reaction SMILES: [CH2:28]([c:29]1[cH:30][cH:31][cH:32][cH:33][cH:34]1)[O:35][c:36]1[cH:37][c:38]([B:43]([OH:44])[OH:45])[c:39]([F:42])[n:40][cH:41]1.[CH3:47][C:48](=[O:49])[O-:50].[CH3:51][CH2:52][OH:53].[Cl:1][c:2]1[n:3][c:4]([N:9]([CH2:10][c:11]2[cH:12][cH:13][c:14]([O:17][CH3:18])[cH:15][cH:16]2)[CH2:19][c:20]2[cH:21][cH:22][c:23]([O:26][CH3:27])[cH:24][cH:25]2)[n:5][c:6]([CH3:8])[n:7]1.[K+:46].[OH2:54]>>[c:2]1(-[c:38]2[cH:37][c:36]([O:35][CH2:28][c:29]3[cH:30][cH:31][cH:32][cH:33][cH:34]3)[cH:41][n:40][c:39]2[F:42])[n:3][c:4]([N:9]([CH2:10][c:11]2[cH:12][cH:13][c:14]([O:17][CH3:18])[cH:15][cH:16]2)[CH2:19][c:20]2[cH:21][cH:22][c:23]([O:26][CH3:27])[cH:24][cH:25]2)[n:5][c:6]([CH3:8])[n:7]1. Starting materials: [Ba+2], C1COCCO1, C=CS(=O)(=O)N1CCN(c2ccc(Nc3nccc(-c4cnc(C)n4C(C)C)n3)cc2)CC1, [OH-], [OH-], O. Product: Cc1ncc(-c2ccnc(Nc3ccc(N4CCN(S(=O)(=O)CCO)CC4)cc3)n2)n1C(C)C. As a reaction SMILES: [Ba+2:35].[CH2:37]1[O:38][CH2:40][CH2:41][O:39][CH2:42]1.[CH:1](=[CH2:2])[S:3](=[O:4])(=[O:5])[N:6]1[CH2:7][CH2:8][N:9]([c:12]2[cH:13][cH:14][c:15]([NH:16][c:17]3[n:18][cH:19][cH:20][c:21](-[c:23]4[cH:24][n:25][c:26]([CH3:31])[n:27]4[CH:28]([CH3:29])[CH3:30])[n:22]3)[cH:32][cH:33]2)[CH2:10][CH2:11]1.[OH-:34].[OH-:36].[OH2:43]>>[CH2:1]([CH2:2][OH:39])[S:3](=[O:4])(=[O:5])[N:6]1[CH2:7][CH2:8][N:9]([c:12]2[cH:13][cH:14][c:15]([NH:16][c:17]3[n:18][cH:19][cH:20][c:21](-[c:23]4[cH:24][n:25][c:26]([CH3:31])[n:27]4[CH:28]([CH3:29])[CH3:30])[n:22]3)[cH:32][cH:33]2)[CH2:10][CH2:11]1. The reactants are ClC=1C=NN2C1N=C(C=C2Cl)CC (3,7-Dichloro-5-ethylpyrazolo[1,5-a]pyrimidine), C(#N)C1=C(C=CC=C1)C1=CC=C(C=C1)CNC (N-(2'-Cyanobiphenyl-4-yl)methyl-N-methyl amine). Solvent: C(C)O (ethanol). Yields the product ClC=1C=NN2C1N=C(C=C2N(C)CC2=CC=C(C=C2)C2=C(C=CC=C2)C#N)CC (3-Chloro-7-[N-(2'-cyanobiphenyl-4-yl)methyl-N-methylamino]-5-ethylpyrazolo[1,5-a]pyrimidine). RXN SMILES: [Cl:1][C:2]1[CH:3]=[N:4][N:5]2[C:10](Cl)=[CH:9][C:8]([CH2:12][CH3:13])=[N:7][C:6]=12.[C:14]([C:16]1[CH:21]=[CH:20][CH:19]=[CH:18][C:17]=1[C:22]1[CH:27]=[CH:26][C:25]([CH2:28][NH:29][CH3:30])=[CH:24][CH:23]=1)#[N:15]>C(O)C>[Cl:1][C:2]1[CH:3]=[N:4][N:5]2[C:10]([N:29]([CH2:28][C:25]3[CH:26]=[CH:27][C:22]([C:17]4[CH:18]=[CH:19][CH:20]=[CH:21][C:16]=4[C:14]#[N:15])=[CH:23][CH:24]=3)[CH3:30])=[CH:9][C:8]([CH2:12][CH3:13])=[N:7][C:6]=12. Reported procedure: 3.1 g (14.4 mmol) of the chloro compound (Example 3, Step A) and 3.2 g (14.4 mmol) of the amine (Example 1, Step C) were heated in 75 ml ethanol according to Example 4, Step C. The title compound was obtained as an oil after chromatography (silica gel; dichloromethane with ascending polarity by addition of up to 3% ethanol). The reactants are ClCl (chlorine), CC1=CC=C(C(=O)O)C=C1 (4-methyl-benzoic acid), Cl (hydrochloric acid). Run in ClC1=CC=CC=C1 (chlorobenzene). Reaction conditions: temperature 0 celsius. The product is ClCC1=CC=C(C(=O)O)C=C1 (4-(chloromethyl)-benzoic acid). RXN SMILES: [CH3:1][C:2]1[CH:10]=[CH:9][C:5]([C:6]([OH:8])=[O:7])=[CH:4][CH:3]=1.[Cl:11]Cl.Cl>ClC1C=CC=CC=1>[Cl:11][CH2:1][C:2]1[CH:10]=[CH:9][C:5]([C:6]([OH:8])=[O:7])=[CH:4][CH:3]=1. Procedure details: 272 parts of 4-methyl-benzoic acid are dissolved in 750 parts of chlorobenzene at 100° C. and are chlorinated at this temperature by the introduction of elementary chlorine under UV light; the chlorination process is ended when 71 parts of hydrochloric acid have been formed. The reaction mixture is then cooled to about 0° C., with stirring, and the precipitate which has separated out is filtered off, freed from chlorobenzene by being washed several times with low-boiling petroleum ether and drie... As a reaction SMILES: O[C:2]1([C:18]2[C:19]([O:29]C(C)(C)C)=[N:20][C:21]([O:24]C(C)(C)C)=[N:22][CH:23]=2)[C:11]2[O:10][C:9]([CH3:12])=[N:8][C:7]=2[CH2:6][CH2:5][C:4]2[CH:13]=[C:14]([CH3:17])[CH:15]=[CH:16][C:3]1=2>C(O)(=O)C>[CH3:12][C:9]1[O:10][C:11]2[CH:2]([C:18]3[C:19](=[O:29])[NH:20][C:21](=[O:24])[NH:22][CH:23]=3)[C:3]3[CH:16]=[CH:15][C:14]([CH3:17])=[CH:13][C:4]=3[CH:5]=[CH:6][C:7]=2[N:8]=1. The reactants are OC1(C2=C(CCC=3N=C(OC31)C)C=C(C=C2)C)C=2C(=NC(=NC2)OC(C)(C)C)OC(C)(C)C ((±)-5-(4,5-Dihydro-10-hydroxy-2,7-dimethyl-10H-benzo[4,5]cyclohepta[1,2-d]oxazol-10-yl)-2,4-bis(1,1-dimethylethoxy)pyrimidine). Run at temperature 100 celsius. Reported procedure: A solution of the product from step (vi) (5.7 g) in acetic acid (20 ml) was added dropwise over 5 min to acetic acid heated at 100° C. The mixture was heated for a further 3 hours at 100° C., the solvent removed under reduced pressure and azeotroped with toluene. Purification was by chromatography eluting with 5% methanol in dichloromethane. Yields the product CC=1OC2=C(N1)C=CC1=C(C2C=2C(NC(NC2)=O)=O)C=CC(=C1)C ((±)-5-(2,7-Dimethyl-10H-benzo[4,5]cyclohepta[1,2-d]oxazol-10-yl)-2,4(1H,3H)-pyrimidinedione). The solvent is C(C)(=O)O (acetic acid), C(C)(=O)O (acetic acid). The reactants are O=C(O)CCCc1ccc(N(CCCl)CCCl)cc1, N=O. Product: O=CCCCc1ccc(N(CCCl)CCCl)cc1. As a reaction SMILES: [Cl:1][CH2:2][CH2:3][N:4]([CH2:5][CH2:6][Cl:7])[c:8]1[cH:9][cH:10][c:11]([CH2:14][CH2:15][CH2:16][C:17](=[O:18])[OH:19])[cH:12][cH:13]1.[NH:20]=[O:21]>>[Cl:1][CH2:2][CH2:3][N:4]([CH2:5][CH2:6][Cl:7])[c:8]1[cH:9][cH:10][c:11]([CH2:14][CH2:15][CH2:16][CH:17]=[O:18])[cH:12][cH:13]1.